Dataset: the Open Reaction Database (ORD), a public repository of structured organic reaction records. Task: describe an organic reaction: reactants, conditions, products, and yield The product is CCCCC1(CC)CS(=O)(=O)c2ccccc2C(O)(c2ccccc2)C1O. RXN SMILES: [CH2:14]([CH2:15][CH2:16][CH3:17])[C:18]1([CH2:38][CH3:39])[CH2:19][S:20](=[O:36])(=[O:37])[c:21]2[c:22]([cH:23][cH:24][cH:25][cH:26]2)[C:27]2([c:30]3[cH:31][cH:32][cH:33][cH:34][cH:35]3)[CH:28]1[O:29]2.[S:1]1(=[O:2])(=[O:12])[c:3]2[cH:4][cH:5][cH:6][cH:7][c:8]2[CH:9]=[CH:10][CH:11]=[CH:13]1>>[OH:12][CH:28]1[C:18]([CH2:14][CH2:15][CH2:16][CH3:17])([CH2:38][CH3:39])[CH2:19][S:20](=[O:36])(=[O:37])[c:21]2[c:22]([cH:23][cH:24][cH:25][cH:26]2)[C:27]1([OH:29])[c:30]1[cH:31][cH:32][cH:33][cH:34][cH:35]1. Reactants: CCCCC1(CC)CS(=O)(=O)c2ccccc2C2(c3ccccc3)OC12, O=S1(=O)C=CC=Cc2ccccc21.